Dataset: the Open Reaction Database (ORD), a public repository of structured organic reaction records. Task: describe an organic reaction: reactants, conditions, products, and yield Reactants: CC(C)(C)OC(=O)N1CCC(O)(c2cccc(Br)n2)CC1, [Na+], O=C([O-])O, O=P(Cl)(Cl)Cl, c1ccncc1. Product: CC(C)(C)OC(=O)N1CC=C(c2cccc(Br)n2)CC1. RXN SMILES: [Br:1][c:2]1[cH:3][cH:4][cH:5][c:6]([C:8]2([OH:21])[CH2:9][CH2:10][N:11]([C:14](=[O:15])[O:16][C:17]([CH3:18])([CH3:19])[CH3:20])[CH2:12][CH2:13]2)[n:7]1.[Na+:27].[OH:28][C:29](=[O:30])[O-:31].[P:22]([Cl:23])([Cl:24])([Cl:25])=[O:26].[cH:32]1[cH:33][cH:34][n:35][cH:36][cH:37]1>>[Br:1][c:2]1[cH:3][cH:4][cH:5][c:6]([C:8]2=[CH:9][CH2:10][N:11]([C:14](=[O:15])[O:16][C:17]([CH3:18])([CH3:19])[CH3:20])[CH2:12][CH2:13]2)[n:7]1. Reactants: Nc1cc(Cl)ccc1[N+](=O)[O-], [Na+], [OH-], O, OCC(O)CO. The product is Nc1cc(OCC(O)CO)ccc1[N+](=O)[O-]. As a reaction SMILES: [NH2:1][c:2]1[cH:3][c:4]([Cl:11])[cH:5][cH:6][c:7]1[N+:8](=[O:9])[O-:10].[Na+:19].[OH-:18].[OH2:20].[OH:12][CH2:13][CH:14]([OH:15])[CH2:16][OH:17]>>[NH2:1][c:2]1[cH:3][c:4]([O:12][CH2:13][CH:14]([OH:15])[CH2:16][OH:17])[cH:5][cH:6][c:7]1[N+:8](=[O:9])[O-:10]. Starting materials: OCP(CO)CO (Tris(hydroxymethyl)phosphine), C=O (formalin), N (ammonia), S(=O)(=O)(N)N (Sulfamide), C1N2CN3CN1CN(C2)C3 (hexamethylenetetramine), N12S(N3CN(CP(C1)C3)C2)(=O)=O (2-thia-1,3,5-triaza-7-phosphaadamantane 2,2-dioxide), [OH-].[NH4+] (Ammonium hydroxide). Run in O (water). Product: N12SN3CN(CP(C1)C3)C2 (2-thia-1,3,5-triaza-7-phosphaadamantane). Isolated yield 19.3%. As a reaction SMILES: N.C1N2CN3CN(C2)CN1C3.[N:12]12[CH2:21][N:16]3[CH2:17][P:18]([CH2:20][N:14]([CH2:15]3)[S:13]1(=O)=O)[CH2:19]2.OCP(CO)CO.C=O.[OH-].[NH4+].S(N)(N)(=O)=O>O>[N:12]12[CH2:21][N:16]3[CH2:17][P:18]([CH2:20][N:14]([CH2:15]3)[S:13]1)[CH2:19]2 |f:5.6|. Procedure details: A solution of ammonia may be used in place of hexamethylenetetramine to prepare 2-thia-1,3,5-triaza-7-phosphaadamantane 2,2-dioxide. Tris(hydroxymethyl)phosphine (3.9 g, 80%, 0.025 moles) was dissolved in formalin (20 ml, 40%, 0.267 moles) and water (20 ml). Ammonium hydroxide (29% NH3, 1.7 ml, 0.025 moles) was added to the solution at room temperature. Sulfamide (2.4 g, 0.025 mole) was then added and dissolved in the solution at room temperature. The solution heated up slightly and over the nex... The reactants are NC=1C=C(C(=O)O)C=C(C1C1=CC=CC=C1)[N+](=O)[O-] (3-amino-5-nitro-4-phenylbenzoic acid), C(C=C)Br (allyl bromide), C(C1=CC=CC=C1)Br (benzyl bromide), NC=1C=C(C(=O)O)C=C(C1C1=CC=CC=C1)S(N)(=O)=O (3-amino-4-phenyl-5-sulfamylbenzoic acid). Yields the product C(C=C)NC=1C=C(C(=O)O)C=C(C1C1=CC=CC=C1)S(N)(=O)=O (3-allylamino-4-phenyl-5-sulfamylbenzoic acid). As a reaction SMILES: N[C:2]1[CH:3]=C(C=C([N+]([O-])=O)[C:10]=1C1C=CC=CC=1)C(O)=O.C(Br)C1C=CC=CC=1.[NH2:28][C:29]1[CH:30]=[C:31]([CH:35]=[C:36]([S:44](=[O:47])(=[O:46])[NH2:45])[C:37]=1[C:38]1[CH:43]=[CH:42][CH:41]=[CH:40][CH:39]=1)[C:32]([OH:34])=[O:33].C(Br)C=C>>[CH2:3]([NH:28][C:29]1[CH:30]=[C:31]([CH:35]=[C:36]([S:44](=[O:47])(=[O:46])[NH2:45])[C:37]=1[C:38]1[CH:43]=[CH:42][CH:41]=[CH:40][CH:39]=1)[C:32]([OH:34])=[O:33])[CH:2]=[CH2:10]. Reported procedure: By replacing in Example 1, step D, 3-amino-5-nitro-4-phenylbenzoic acid and benzyl bromide with equimolar amounts of 3-amino-4-phenyl-5-sulfamylbenzoic acid and allyl bromide respectively, and following the procedure described, 3-allylamino-4-phenyl-5-sulfamylbenzoic acid is obtained with a melting point of 169°-172.5° C. The reactants are CC(=O)CC(=S)Nc1ccccc1, CI, CCO, [K+], [OH-], O. Product: CC(C)=CC(=S)Nc1ccccc1. As a reaction SMILES: [C:1]([CH2:2][C:3](=[O:4])[CH3:5])(=[S:6])[NH:7][c:8]1[cH:9][cH:10][cH:11][cH:12][cH:13]1.[CH3:16][I:17].[CH3:19][CH2:20][OH:21].[K+:15].[OH-:14].[OH2:18]>>[C:1]([CH:2]=[C:3]([CH3:5])[CH3:16])(=[S:6])[NH:7][c:8]1[cH:9][cH:10][cH:11][cH:12][cH:13]1.